Dataset: the Open Reaction Database (ORD), a public repository of structured organic reaction records. Task: describe an organic reaction: reactants, conditions, products, and yield Starting materials: NC1=CC=C(C(=O)N2CCN(CC2)CCC2=CC=C(C=C2)Cl)C=C1 (1-(4-aminobenzoyl)-4-[2-(4-chlorophenyl)ethyl]piperazine), C(C)OCCCBr (3-ethoxypropyl bromide), C(=O)([O-])[O-].[K+].[K+] (potash). Solvent: C(C)(C)O (isopropanol). Yields the product C(C)OCCCNC1=CC=C(C(=O)N2CCN(CC2)CCC2=CC=C(C=C2)Cl)C=C1 (1-[4-(3-ethoxypropylamino)benzoyl]-4-[2-(4-chlorophenyl)ethyl]piperazine). Reaction SMILES: [NH2:1][C:2]1[CH:24]=[CH:23][C:5]([C:6]([N:8]2[CH2:13][CH2:12][N:11]([CH2:14][CH2:15][C:16]3[CH:21]=[CH:20][C:19]([Cl:22])=[CH:18][CH:17]=3)[CH2:10][CH2:9]2)=[O:7])=[CH:4][CH:3]=1.[CH2:25]([O:27][CH2:28][CH2:29][CH2:30]Br)[CH3:26].C([O-])([O-])=O.[K+].[K+]>C(O)(C)C>[CH2:25]([O:27][CH2:28][CH2:29][CH2:30][NH:1][C:2]1[CH:3]=[CH:4][C:5]([C:6]([N:8]2[CH2:13][CH2:12][N:11]([CH2:14][CH2:15][C:16]3[CH:21]=[CH:20][C:19]([Cl:22])=[CH:18][CH:17]=3)[CH2:10][CH2:9]2)=[O:7])=[CH:23][CH:24]=1)[CH3:26] |f:2.3.4|. Procedure: 11 g of 1-(4-aminobenzoyl)-4-[2-(4-chlorophenyl)ethyl]piperazine and 5.7 g of 3-ethoxypropyl bromide are suspended in 150 ml of isopropanol and dissolved at 100°. 9.4 g of potash are added thereto, and the mixture is boiled under reflux for 20 hours. Concentration by evaporation and chromatography over silica gel yield an oil, which is crystallised from methylene chloride and petroleum ether, yielding 1-[4-(3-ethoxypropylamino)benzoyl]-4-[2-(4-chlorophenyl)ethyl]piperazine having a melting point... Reactants: OCC1CCc2cc(Br)ccc2O1, CN(C)C=O, [Cl-], [Cl-], Cl, N#C[Cu], [Fe+2], O. Product: N#Cc1ccc2c(c1)CCC(CO)O2. As a reaction SMILES: [Br:1][c:2]1[cH:3][cH:4][c:5]2[c:6]([cH:13]1)[CH2:7][CH2:8][CH:9]([CH2:11][OH:12])[O:10]2.[CH3:17][N:18]([CH3:19])[CH:20]=[O:21].[Cl-:23].[Cl-:25].[ClH:22].[Cu:14][C:15]#[N:16].[Fe+2:24].[OH2:26]>>[c:2]1([C:15]#[N:16])[cH:3][cH:4][c:5]2[c:6]([cH:13]1)[CH2:7][CH2:8][CH:9]([CH2:11][OH:12])[O:10]2. The reactants are CCOC(C)=O, O, C=C(C)C(C(=O)OCc1ccc(OC)cc1)N1C(=O)C(NC(=O)Cc2ccccc2)C1SSc1nc2ccccc2s1, N#CS(=O)(=O)c1ccccc1. The product is C=C(C)C(C(=O)OCc1ccc(OC)cc1)N1C(=O)C(NC(=O)Cc2ccccc2)C1SS(=O)(=O)c1ccccc1. RXN SMILES: [CH3:55][CH2:56][O:57][C:58](=[O:59])[CH3:60].[OH2:54].[c:1]1([CH2:7][C:8](=[O:9])[NH:10][CH:11]2[C:12](=[O:42])[N:13]([CH:26]([C:27](=[O:28])[O:29][CH2:30][c:31]3[cH:32][cH:33][c:34]([O:37][CH3:38])[cH:35][cH:36]3)[C:39](=[CH2:40])[CH3:41])[CH:14]2[S:15][S:16][c:17]2[s:18][c:19]3[cH:20][cH:21][cH:22][cH:23][c:24]3[n:25]2)[cH:2][cH:3][cH:4][cH:5][cH:6]1.[c:43]1([S:49](=[O:50])(=[O:51])[C:52]#[N:53])[cH:44][cH:45][cH:46][cH:47][cH:48]1>>[c:1]1([CH2:7][C:8](=[O:9])[NH:10][CH:11]2[C:12](=[O:42])[N:13]([CH:26]([C:27](=[O:28])[O:29][CH2:30][c:31]3[cH:32][cH:33][c:34]([O:37][CH3:38])[cH:35][cH:36]3)[C:39](=[CH2:40])[CH3:41])[CH:14]2[S:15][S:49]([c:43]2[cH:44][cH:45][cH:46][cH:47][cH:48]2)(=[O:50])=[O:51])[cH:2][cH:3][cH:4][cH:5][cH:6]1. The reactants are [BH4-], CCO, CC(C=O)c1cccc([N+](=O)[O-])c1, [Na+]. The product is CC(CO)c1cccc([N+](=O)[O-])c1. As a reaction SMILES: [BH4-:14].[CH3:16][CH2:17][OH:18].[N+:1](=[O:2])([O-:3])[c:4]1[cH:5][c:6]([CH:10]([CH:11]=[O:12])[CH3:13])[cH:7][cH:8][cH:9]1.[Na+:15]>>[N+:1](=[O:2])([O-:3])[c:4]1[cH:5][c:6]([CH:10]([CH2:11][OH:12])[CH3:13])[cH:7][cH:8][cH:9]1. Reactants: Nc1ccc(N2CCCC2CO)nc1, O=C(O)c1nc(-c2ccccc2)oc1C(F)(F)F. The product is O=C(Nc1ccc(N2CCCC2CO)nc1)c1nc(-c2ccccc2)oc1C(F)(F)F. RXN SMILES: [NH2:19][c:20]1[cH:21][cH:22][c:23]([N:26]2[CH:27]([CH2:31][OH:32])[CH2:28][CH2:29][CH2:30]2)[n:24][cH:25]1.[c:1]1(-[c:7]2[o:8][c:9]([C:15]([F:16])([F:17])[F:18])[c:10]([C:12](=[O:13])[OH:14])[n:11]2)[cH:2][cH:3][cH:4][cH:5][cH:6]1>>[c:1]1(-[c:7]2[o:8][c:9]([C:15]([F:16])([F:17])[F:18])[c:10]([C:12](=[O:14])[NH:19][c:20]3[cH:21][cH:22][c:23]([N:26]4[CH:27]([CH2:31][OH:32])[CH2:28][CH2:29][CH2:30]4)[n:24][cH:25]3)[n:11]2)[cH:2][cH:3][cH:4][cH:5][cH:6]1.